Dataset: the Open Reaction Database (ORD), a public repository of structured organic reaction records. Task: describe an organic reaction: reactants, conditions, products, and yield Starting materials: CC(=O)OCCCCOc1c(Cl)cc(OCc2ccccc2)cc1Cl, CCO, [H][H]. Yields the product CC(=O)OCCCCOc1c(Cl)cc(O)cc1Cl. Reaction SMILES: [C:3]([CH3:4])(=[O:5])[O:6][CH2:7][CH2:8][CH2:9][CH2:10][O:11][c:12]1[c:13]([Cl:27])[cH:14][c:15]([O:19][CH2:20][c:21]2[cH:22][cH:23][cH:24][cH:25][cH:26]2)[cH:16][c:17]1[Cl:18].[CH3:28][CH2:29][OH:30].[H:1][H:2]>>[C:3]([CH3:4])(=[O:5])[O:6][CH2:7][CH2:8][CH2:9][CH2:10][O:11][c:12]1[c:13]([Cl:27])[cH:14][c:15]([OH:19])[cH:16][c:17]1[Cl:18]. Starting materials: COC1=CC=2C(C3=CC=CC=C3C2C=C1)C(=O)O (2-methoxy-9-fluorenecarboxylic acid). The solvent is C1CCOC1 (THF), C1CCOC1 (THF). Conditions: time 8 hour. Product: COC1=CC=2C(C3=CC=CC=C3C2C=C1)CO (2-Methoxy-9-fluorenemethanol). The yield is 89.8%. As a reaction SMILES: [CH3:1][O:2][C:3]1[CH:15]=[CH:14][C:13]2[C:12]3[C:7](=[CH:8][CH:9]=[CH:10][CH:11]=3)[CH:6]([C:16](O)=[O:17])[C:5]=2[CH:4]=1>C1COCC1>[CH3:1][O:2][C:3]1[CH:15]=[CH:14][C:13]2[C:12]3[C:7](=[CH:8][CH:9]=[CH:10][CH:11]=3)[CH:6]([CH2:16][OH:17])[C:5]=2[CH:4]=1. Reported procedure: A solution of 2-methoxy-9-fluorenecarboxylic acid (2.2 g, 9.2 mmol) in 100 mL of THF at 0° C. was charged with 1M THF solution of BH3 -THF complex (20 mL, 20 mmol). The reaction mixture was stirred overnight then quenched with 10 mL of 10% acetic acid in methanol an diluted with 100 mL of water. The layers were separated, the aqueous phase was extracted with ethyl acetate (3×25 mL). The combined extracts were dried over magnesium sulfate and evaporated. The residue was crystallized from methanol... Starting materials: [H-].[Na+] (NaH), C[Si](CCOCCl)(C)C (2-(trimethylsilyl)ethoxymethyl chloride), ClC1=CC(NC(N1)=O)=O (6-chloro-uracil), [Li+].[Br-] (LiBr). Solvent: CN1CCCC1=O (NMP), CCOC(=O)C (EtOAc). Run at temperature 0 celsius, time 10 minute. The product is ClC1=CC(NC(N1COCC[Si](C)(C)C)=O)=O (6-chloro-1-((2-(trimethylsilyl)ethoxy)methyl)pyrimidine-2,4(1H,3H)-dione). Isolated yield 56.5%. Reaction SMILES: [Cl:1][C:2]1[NH:7][C:6](=[O:8])[NH:5][C:4](=[O:9])[CH:3]=1.[Li+].[Br-].[H-].[Na+].[CH3:14][Si:15]([CH3:22])([CH3:21])[CH2:16][CH2:17][O:18][CH2:19]Cl>CN1C(=O)CCC1.CCOC(C)=O>[Cl:1][C:2]1[N:7]([CH2:19][O:18][CH2:17][CH2:16][Si:15]([CH3:22])([CH3:21])[CH3:14])[C:6](=[O:8])[NH:5][C:4](=[O:9])[CH:3]=1 |f:1.2,3.4|. Procedure: To a mixture of 6-chloro-uracil (3.0 g, 20.47 mmol, 1 equiv.) and LiBr (1.78 g, 20.5 mmol, 1.0 equiv.) in NMP (70 mL) at 0° C. was added NaH (60% dispersion in mineral oil, 0.82 g, 20.5 mmol, 1.0 equiv.). The reaction mixture was stirred at 0° C. for 10 min, and 2-(trimethylsilyl)ethoxymethyl chloride (3.75 g, 22.5 mmol, 1.1 equiv.) was slowly added via an addition funnel. The reaction mixture was stirred overnight at room temperature and then diluted with EtOAc (150 mL). The mixture was washed ... Reactants: ClC=1C=C(C=CC1Cl)CCO (2-(3,4-dichlorophenyl)-ethanol), [N+](=O)([O-])C1=CC=C(C=O)C=C1 (4-nitrobenzaldehyde), Cl (hydrochloric acid). Reagents/catalysts: [Cl-].[Zn+2].[Cl-] (zinc chloride). Run in C1=CC=CC=C1 (benzene). Yields the product ClC=1C=C2CCOC(C2=CC1Cl)C1=CC=C(C=C1)[N+](=O)[O-] (6,7-Dichloro-1-(4-nitrophenyl)-isochromane). RXN SMILES: [Cl:1][C:2]1[CH:3]=[C:4]([CH2:9][CH2:10][OH:11])[CH:5]=[CH:6][C:7]=1[Cl:8].[N+:12]([C:15]1[CH:22]=[CH:21][C:18]([CH:19]=O)=[CH:17][CH:16]=1)([O-:14])=[O:13].Cl>C1C=CC=CC=1.[Cl-].[Zn+2].[Cl-]>[Cl:1][C:2]1[CH:3]=[C:4]2[C:5](=[CH:6][C:7]=1[Cl:8])[CH:19]([C:18]1[CH:21]=[CH:22][C:15]([N+:12]([O-:14])=[O:13])=[CH:16][CH:17]=1)[O:11][CH2:10][CH2:9]2 |f:4.5.6|. Procedure details: 19.1 g (100 mM) of 2-(3,4-dichlorophenyl)-ethanol [G. J. Park et al.: J. Org. Chem. 22, 93 (1957)] and 15.1 g (100 mM) of 4-nitrobenzaldehyde were dissolved in 300 ml of anhydrous benzene, then 13.6 g (100 mM) of anhydrous zinc chloride were added and dry hydrochloric acid gas was led into the stirred suspension for 4 hours. Then the process described under Examples 1-7, Step a) was applied. The crude product was recrystallized from ethanol. Reactants: FC(C=1C=C(C=C(C1)C(F)(F)F)C1(CC(=NO1)C1=CC(=C(C=C1)CNC(C(SCC)SCC)=O)Cl)C(F)(F)F)(F)F (N-[4-[5-[3,5-bis(trifluoromethyl)phenyl]-5-trifluoromethyl-4,5-dihydroisoxazole-3-yl]-2-chlorophenyl]methyl-2,2-bis(ethylthio) acetamide), ClC1=CC(=CC=C1)C(=O)OO (3-chloroperbenzoic acid), S(=O)(O)[O-].[Na+] (sodium hydrogen sulfite). Solvent: ClCCl (dichloromethane). Yields the product FC(C=1C=C(C=C(C1)C(F)(F)F)C1(CC(=NO1)C1=CC(=C(C=C1)CNC(C(SCC)S(=O)CC)=O)Cl)C(F)(F)F)(F)F (N-[4-[5-[3,5-bis(trifluoromethyl)phenyl]-5-trifluoromethyl-4,5-dihydroisoxazole-3-yl]-2-chlorophenyl]methyl-2-ethylsulfinyl-2-(ethylthio)acetamide). As a reaction SMILES: [F:1][C:2]([F:41])([F:40])[C:3]1[CH:4]=[C:5]([C:13]2([C:36]([F:39])([F:38])[F:37])[O:17][N:16]=[C:15]([C:18]3[CH:23]=[CH:22][C:21]([CH2:24][NH:25][C:26](=[O:34])[CH:27]([S:31][CH2:32][CH3:33])[S:28][CH2:29][CH3:30])=[C:20]([Cl:35])[CH:19]=3)[CH2:14]2)[CH:6]=[C:7]([C:9]([F:12])([F:11])[F:10])[CH:8]=1.ClC1C=CC=C(C(OO)=[O:50])C=1.S([O-])(O)=O.[Na+]>ClCCl>[F:10][C:9]([F:12])([F:11])[C:7]1[CH:6]=[C:5]([C:13]2([C:36]([F:38])([F:37])[F:39])[O:17][N:16]=[C:15]([C:18]3[CH:23]=[CH:22][C:21]([CH2:24][NH:25][C:26](=[O:34])[CH:27]([S:28]([CH2:29][CH3:30])=[O:50])[S:31][CH2:32][CH3:33])=[C:20]([Cl:35])[CH:19]=3)[CH2:14]2)[CH:4]=[C:3]([C:2]([F:40])([F:1])[F:41])[CH:8]=1 |f:2.3|. Procedure details: To a solution of 0.37 g of N-[4-[5-[3,5-bis(trifluoromethyl)phenyl]-5-trifluoromethyl-4,5-dihydroisoxazole-3-yl]-2-chlorophenyl]methyl-2,2-bis(ethylthio) acetamide (compound of the present invention No. 1-215) in 5 mL of dichloromethane, 0.098 g of 3-chloroperbenzoic acid (75%) was added while stirring the solution at room temperature and the resultant reaction mixture was stirred at the same temperature for 1 hour. After the completion of the reaction, 5 mL of a saturated sodium hydrogen sulfit...